Dataset: the Open Reaction Database (ORD), a public repository of structured organic reaction records. Task: describe an organic reaction: reactants, conditions, products, and yield Reactants: polymer, C(C=O)(=O)OCC (ethyl glyoxylate), II (iodine), S(=S)(=O)([O-])[O-].[Na+].[Na+] (sodium thiosulfate), C(C1=CC=CC=C1)NC1=C(N)C=CC(=C1)Cl (2-benzylamino-4-chloroaniline). Solvent: C(C)O (ethanol). Run at time 20 minute. The product is C(C1=CC=CC=C1)N1C(=NC2=C1C=C(C=C2)Cl)C(=O)OCC (ethyl 1-benzyl-6-chlorobenzimidazol-2-carboxylate). Reaction SMILES: [CH2:1]([NH:8][C:9]1[CH:15]=[C:14]([Cl:16])[CH:13]=[CH:12][C:10]=1[NH2:11])[C:2]1[CH:7]=[CH:6][CH:5]=[CH:4][CH:3]=1.[C:17]([O:21][CH2:22][CH3:23])(=[O:20])[CH:18]=O.II.S([O-])([O-])(=O)=S.[Na+].[Na+]>C(O)C>[CH2:1]([N:8]1[C:9]2[CH:15]=[C:14]([Cl:16])[CH:13]=[CH:12][C:10]=2[N:11]=[C:18]1[C:17]([O:21][CH2:22][CH3:23])=[O:20])[C:2]1[CH:3]=[CH:4][CH:5]=[CH:6][CH:7]=1 |f:3.4.5|. Procedure details: To 500 ml of ethanol solution containing 26 g of 2-benzylamino-4-chloroaniline was added 45.7 g of polymer form (45-50% toluene solution) of ethyl glyoxylate, further 28.4 g of iodine was added and the reaction mixture was stirred at room temperature for 20 minutes. Then 27.8 g of sodium thiosulfate aqueous solution was added thereto, the crystals being separated were collected by filtration, and washed with water and ethanol, then dried. There was obtained 26.1 g of ethyl 1-benzyl-6-chlorobenzi...